From a dataset of the Open Reaction Database (ORD), a public repository of structured organic reaction records. describe an organic reaction: reactants, conditions, products, and yield Reactants: CC(C)(C)OC(=O)N1CCCC1COc1ccc(Cc2ccc(-c3nccs3)cc2)cc1, Cl, C1COCCO1. The product is Cl, c1csc(-c2ccc(Cc3ccc(OCC4CCCN4)cc3)cc2)n1. As a reaction SMILES: [C:1]([O:2][C:3](=[O:4])[N:8]1[CH:9]([CH2:13][O:14][c:15]2[cH:16][cH:17][c:18]([CH2:21][c:22]3[cH:23][cH:24][c:25](-[c:28]4[s:29][cH:30][cH:31][n:32]4)[cH:26][cH:27]3)[cH:19][cH:20]2)[CH2:10][CH2:11][CH2:12]1)([CH3:5])([CH3:6])[CH3:7].[ClH:33].[O:34]1[CH2:35][CH2:36][O:37][CH2:38][CH2:39]1>>[ClH:33].[NH:8]1[CH:9]([CH2:13][O:14][c:15]2[cH:16][cH:17][c:18]([CH2:21][c:22]3[cH:23][cH:24][c:25](-[c:28]4[s:29][cH:30][cH:31][n:32]4)[cH:26][cH:27]3)[cH:19][cH:20]2)[CH2:10][CH2:11][CH2:12]1.